The task is: describe an organic reaction: reactants, conditions, products, and yield. This data is from the Open Reaction Database (ORD), a public repository of structured organic reaction records. The reactants are CN(C)C(=O)Cl, CCN(C(C)C)C(C)C, NCC#Cc1cnc(N)c(-c2nc3ccccc3s2)c1, CN(C)C=O. Product: CN(C)C(=O)NCC#Cc1cnc(N)c(-c2nc3ccccc3s2)c1. Reaction SMILES: [CH3:21][N:22]([C:23](=[O:24])[Cl:25])[CH3:26].[CH:32]([N:33]([CH2:34][CH3:35])[CH:36]([CH3:37])[CH3:38])([CH3:39])[CH3:40].[NH2:1][CH2:2][C:3]#[C:4][c:5]1[cH:6][c:7](-[c:12]2[s:13][c:14]3[c:15]([n:16]2)[cH:17][cH:18][cH:19][cH:20]3)[c:8]([NH2:11])[n:9][cH:10]1.[O:27]=[CH:28][N:29]([CH3:30])[CH3:31]>>[NH:1]([CH2:2][C:3]#[C:4][c:5]1[cH:6][c:7](-[c:12]2[s:13][c:14]3[c:15]([n:16]2)[cH:17][cH:18][cH:19][cH:20]3)[c:8]([NH2:11])[n:9][cH:10]1)[C:23]([N:22]([CH3:21])[CH3:26])=[O:24]. The reactants are CN(C)C=O, CO, Nc1c(F)cc(F)c2oc(-c3ccc(NCCCN4C(=O)c5ccccc5C4=O)c(F)c3)cc(=O)c12, NN, O. Product: NCCCNc1ccc(-c2cc(=O)c3c(N)c(F)cc(F)c3o2)cc1F. As a reaction SMILES: [CH3:37][N:38]([CH3:39])[CH:40]=[O:41].[CH3:42][OH:43].[NH2:1][c:2]1[c:3]([F:36])[cH:4][c:5]([F:35])[c:6]2[c:7]1[c:8](=[O:34])[cH:9][c:10](-[c:12]1[cH:13][c:14]([F:33])[c:15]([NH:18][CH2:19][CH2:20][CH2:21][N:22]3[C:23](=[O:24])[c:25]4[cH:26][cH:27][cH:28][cH:29][c:30]4[C:31]3=[O:32])[cH:16][cH:17]1)[o:11]2.[NH2:45][NH2:46].[OH2:44]>>[NH2:1][c:2]1[c:3]([F:36])[cH:4][c:5]([F:35])[c:6]2[c:7]1[c:8](=[O:34])[cH:9][c:10](-[c:12]1[cH:13][c:14]([F:33])[c:15]([NH:18][CH2:19][CH2:20][CH2:21][NH2:22])[cH:16][cH:17]1)[o:11]2.